This data is from the Open Reaction Database (ORD), a public repository of structured organic reaction records. The task is: describe an organic reaction: reactants, conditions, products, and yield Reactants: C1=CC(=C[N+](=C1)[C@H]2[C@@H]([C@@H]([C@H](O2)COP(=O)(O)OP(=O)(O)OC[C@@H]3[C@H]([C@H]([C@@H](O3)N4C=NC5=C4N=CN=C5N)O)O)O)O)C(=O)N (NAD+), C(=O)[O-].[NH4+] (ammonium formate). The solvent is C(C(CO)(CO)N)O (Tris). Yields the product C=1N=C(C2=C(N1)N(C=N2)[C@H]3[C@@H]([C@@H]([C@H](O3)COP(=O)(O)OP(=O)(O)OC[C@@H]4[C@H]([C@H]([C@@H](O4)N5C=CCC(=C5)C(=O)N)O)O)O)O)N (NADH). RXN SMILES: [CH:1]1[CH:6]=[N+:5]([C@@H:7]2[O:11][C@H:10]([CH2:12][O:13][P:14]([O:17][P:18]([O:21][CH2:22][C@H:23]3[O:27][C@@H:26]([N:28]4[C:32]5[N:33]=[CH:34][N:35]=[C:36]([NH2:37])[C:31]=5[N:30]=[CH:29]4)[C@H:25]([OH:38])[C@@H:24]3[OH:39])([OH:20])=[O:19])([OH:16])=[O:15])[C@@H:9]([OH:40])[C@H:8]2[OH:41])[CH:4]=[C:3]([C:42]([NH2:44])=[O:43])[CH:2]=1.C([O-])=O.[NH4+]>C(O)C(N)(CO)CO>[CH:34]1[N:35]=[C:36]([NH2:37])[C:31]2[N:30]=[CH:29][N:28]([C@@H:26]3[O:27][C@H:23]([CH2:22][O:21][P:18]([O:17][P:14]([O:13][CH2:12][C@H:10]4[O:11][C@@H:7]([N:5]5[CH:4]=[C:3]([C:42]([NH2:44])=[O:43])[CH2:2][CH:1]=[CH:6]5)[C@H:8]([OH:41])[C@@H:9]4[OH:40])([OH:16])=[O:15])([OH:20])=[O:19])[C@@H:24]([OH:39])[C@H:25]3[OH:38])[C:32]=2[N:33]=1 |f:1.2|. Reported procedure: A mixture of substrate (5 mM), oxidized cofactor NAD+ (100 μM), ammonium formate (20 mM) in 50 mM Tris buffer pH 7.5 (0.8 ml) was admixed with FDH (10 u), after the enzyme (100-200 μg) had been added, and the reaction was carried out at 30° C. (140 rpm) for 48 hours. Reactants: C(C)OC(CN1C=CC2=CC=C(C=C12)OCC=1N(N=C(C1C)C1=CC=C(C=C1)Cl)C)=O ({6-[5-(4-chloro-phenyl)-2,4-dimethyl-2H-pyrazol-3-ylmethoxy]-indol-1-yl}-acetic acid ethyl ester), [Li+].[OH-] (LiOH). The product is ClC1=CC=C(C=C1)C=1C(=C(N(N1)C)COC1=CC=C2C=CN(C2=C1)CC(=O)O)C ({6-[5-(4-chloro-phenyl)-2,4-dimethyl-2H-pyrazol-3-ylmethoxy]-indol-1-yl}-acetic acid). As a reaction SMILES: C([O:3][C:4](=[O:31])[CH2:5][N:6]1[C:14]2[C:9](=[CH:10][CH:11]=[C:12]([O:15][CH2:16][C:17]3[N:18]([CH3:30])[N:19]=[C:20]([C:23]4[CH:28]=[CH:27][C:26]([Cl:29])=[CH:25][CH:24]=4)[C:21]=3[CH3:22])[CH:13]=2)[CH:8]=[CH:7]1)C.[Li+].[OH-]>>[Cl:29][C:26]1[CH:27]=[CH:28][C:23]([C:20]2[C:21]([CH3:22])=[C:17]([CH2:16][O:15][C:12]3[CH:13]=[C:14]4[C:9]([CH:8]=[CH:7][N:6]4[CH2:5][C:4]([OH:31])=[O:3])=[CH:10][CH:11]=3)[N:18]([CH3:30])[N:19]=2)=[CH:24][CH:25]=1 |f:1.2|. Reported procedure: In analogy to the procedure described for example 1 f], {6-[5-(4-chloro-phenyl)-2,4-dimethyl-2H-pyrazol-3-ylmethoxy]-indol-1-yl}-acetic acid ethyl ester was treated with LiOH to obtain {6-[5-(4-chloro-phenyl)-2,4-dimethyl-2H-pyrazol-3-ylmethoxy]-indol-1-yl}-acetic acid as colorless crystals. The reactants are CO, [H][H], CC(C)(NC(=O)c1cccc(-c2ccncc2[N+](=O)[O-])c1)c1ccccc1. Product: CC(C)(NC(=O)c1cccc(-c2ccncc2N)c1)c1ccccc1. RXN SMILES: [CH3:30][OH:31].[H:28][H:29].[N+:1]([O-:2])(=[O:3])[c:4]1[cH:5][n:6][cH:7][cH:8][c:9]1-[c:10]1[cH:11][c:12]([C:13](=[O:14])[NH:15][C:16]([CH3:17])([CH3:18])[c:19]2[cH:20][cH:21][cH:22][cH:23][cH:24]2)[cH:25][cH:26][cH:27]1>>[NH2:1][c:4]1[cH:5][n:6][cH:7][cH:8][c:9]1-[c:10]1[cH:11][c:12]([C:13](=[O:14])[NH:15][C:16]([CH3:17])([CH3:18])[c:19]2[cH:20][cH:21][cH:22][cH:23][cH:24]2)[cH:25][cH:26][cH:27]1. Reactants: N1=C(C=CC=C1)C=O (pyridine-2-carboxaldehyde), [N+](=O)([O-])C1=CC=CC=C1 (nitrobenzene), C(#N)C1=C(OC=2C=C(C(=CC2OC=2C=NC(=CC2)S(=O)(=O)C)N)N)C=CC=C1 (4-(2-cyano-phenoxy)-5-(6-methanesulfonyl-pyridin-3-yloxy)-benzene-1,2-diamine). Run in CO (methanol). Reaction conditions: temperature 120 celsius, time 8 hour. Yields the product C(#N)C1=C(OC2=CC3=C(NC(=N3)C3=NC=CC=C3)C=C2OC=2C=NC(=CC2)S(=O)(=O)C)C=CC=C1 (5-(2-cyano-phenoxy)-2-pyridin-2-yl-6-(6-methanesulfonyl-pyridin-3-yloxy)-1H-benzimidazole). Reaction SMILES: [N:1]1[CH:6]=[CH:5][CH:4]=[CH:3][C:2]=1[CH:7]=O.[N+](C1C=CC=CC=1)([O-])=O.[C:18]([C:20]1[CH:45]=[CH:44][CH:43]=[CH:42][C:21]=1[O:22][C:23]1[CH:24]=[C:25]([NH2:41])[C:26]([NH2:40])=[CH:27][C:28]=1[O:29][C:30]1[CH:31]=[N:32][C:33]([S:36]([CH3:39])(=[O:38])=[O:37])=[CH:34][CH:35]=1)#[N:19]>CO>[C:18]([C:20]1[CH:45]=[CH:44][CH:43]=[CH:42][C:21]=1[O:22][C:23]1[C:28]([O:29][C:30]2[CH:31]=[N:32][C:33]([S:36]([CH3:39])(=[O:37])=[O:38])=[CH:34][CH:35]=2)=[CH:27][C:26]2[NH:40][C:7]([C:2]3[CH:3]=[CH:4][CH:5]=[CH:6][N:1]=3)=[N:41][C:25]=2[CH:24]=1)#[N:19]. Procedure details: 0.007 ml of pyridine-2-carboxaldehyde and 0.5 ml of nitrobenzene were added to a methanol (1 ml) solution of 37 mg of 4-(2-cyano-phenoxy)-5-(6-methanesulfonyl-pyridin-3-yloxy)-benzene-1,2-diamine obtained in (step 5), and the reaction liquid was stirred overnight at 120° C. The solvent was evaporated away under reduced pressure, and the resulting residue was purified through silica gel column chromatography (developing solvent: chloroform/methanol=20/1) and through partitioning thin-layer chroma... Solvent: CO (methanol). The yield is 66.4%. Yields the product C1(=C(C=CC=C1)C(COC1=CC=C(C=C1)C(C(=O)O)=O)=O)C1=CC=CC=C1 (4-[2-[[1,1'-biphenyl]-2-yl]-2-oxoethoxy]-alpha-oxobenzeneacetic acid). Reported procedure: A solution of 4-[-2-[[1,1'-biphenyl]-2-yl]-2-oxoethoxy]-alpha-oxobenzeneacetic acid methyl ester (0.563 g) in warm methanol (5 mL) was treated with 1N sodium hydroxide (3.3 mL). Within 5 minutes water (30 mL) was added, then after the methanol was removed in vacuo, the mixture was acidified with 1N hydrochloric acid (4.1 mL) and extracted with dichloromethane (1×60 mL, 2×10 mL). The combined organic layers were washed with water, then dried (MgSO4) and evaporated. The resulting yellow foam was t... The reactants are COC(C(C1=CC=C(C=C1)OCC(=O)C1=C(C=CC=C1)C1=CC=CC=C1)=O)=O (4-[-2-[[1,1'-biphenyl]-2-yl]-2-oxoethoxy]-alpha-oxobenzeneacetic acid methyl ester), [OH-].[Na+] (sodium hydroxide), O (water). RXN SMILES: C[O:2][C:3](=[O:28])[C:4](=[O:27])[C:5]1[CH:10]=[CH:9][C:8]([O:11][CH2:12][C:13]([C:15]2[CH:20]=[CH:19][CH:18]=[CH:17][C:16]=2[C:21]2[CH:26]=[CH:25][CH:24]=[CH:23][CH:22]=2)=[O:14])=[CH:7][CH:6]=1.[OH-].[Na+].O>CO>[C:16]1([C:21]2[CH:26]=[CH:25][CH:24]=[CH:23][CH:22]=2)[CH:17]=[CH:18][CH:19]=[CH:20][C:15]=1[C:13](=[O:14])[CH2:12][O:11][C:8]1[CH:9]=[CH:10][C:5]([C:4](=[O:27])[C:3]([OH:28])=[O:2])=[CH:6][CH:7]=1 |f:1.2|. The reactants are CC(C)(C)OC(=O)N1CC(CCl)c2ccc([N+](=O)[O-])cc21, O=C(NC(CO)CO)c1ccc2cc(C(=O)O)[nH]c2c1, CCOC(C)=O. Product: O=C(NC(CO)CO)c1ccc2cc(C(=O)N3CC(CCl)c4ccc([N+](=O)[O-])cc43)[nH]c2c1. Reaction SMILES: [C:1]([O:2][C:6](=[O:7])[N:8]1[CH2:9][CH:10]([CH2:20][Cl:21])[c:11]2[cH:12][cH:13][c:14]([N+:17](=[O:18])[O-:19])[cH:15][c:16]21)([CH3:3])([CH3:4])[CH3:5].[C:22]([OH:23])(=[O:24])[c:25]1[nH:26][c:27]2[cH:28][c:29]([C:34](=[O:35])[NH:36][CH:37]([CH2:38][OH:39])[CH2:40][OH:41])[cH:30][cH:31][c:32]2[cH:33]1.[CH3:42][CH2:43][O:44][C:45]([CH3:46])=[O:47]>>[C:6](=[O:7])([N:8]1[CH2:9][CH:10]([CH2:20][Cl:21])[c:11]2[cH:12][cH:13][c:14]([N+:17](=[O:18])[O-:19])[cH:15][c:16]21)[c:25]1[nH:26][c:27]2[cH:28][c:29]([C:34](=[O:35])[NH:36][CH:37]([CH2:38][OH:39])[CH2:40][OH:41])[cH:30][cH:31][c:32]2[cH:33]1. The reactants are CNCC(O)c1ccc(N2CCOCC2)cc1, CCN(C(C)C)C(C)C, Cc1c(CCl)sc2c(=O)c(C(=O)NCc3ccc(Cl)cc3)cn(C)c12, Cl, Cl, CN(C)C=O, O. The product is Cc1c(CN(C)CC(O)c2ccc(N3CCOCC3)cc2)sc2c(=O)c(C(=O)NCc3ccc(Cl)cc3)cn(C)c12. Reaction SMILES: [CH3:28][NH:29][CH2:30][CH:31]([OH:32])[c:33]1[cH:34][cH:35][c:36]([N:39]2[CH2:40][CH2:41][O:42][CH2:43][CH2:44]2)[cH:37][cH:38]1.[CH:45]([N:46]([CH:47]([CH3:48])[CH3:49])[CH2:50][CH3:51])([CH3:52])[CH3:53].[Cl:1][c:2]1[cH:3][cH:4][c:5]([CH2:6][NH:7][C:8](=[O:9])[c:10]2[c:11](=[O:23])[c:12]3[c:13]([n:14]([CH3:16])[cH:15]2)[c:17]([CH3:22])[c:18]([CH2:20][Cl:21])[s:19]3)[cH:24][cH:25]1.[ClH:26].[ClH:27].[O:54]=[CH:55][N:56]([CH3:57])[CH3:58].[OH2:59]>>[Cl:1][c:2]1[cH:3][cH:4][c:5]([CH2:6][NH:7][C:8](=[O:9])[c:10]2[c:11](=[O:23])[c:12]3[c:13]([n:14]([CH3:16])[cH:15]2)[c:17]([CH3:22])[c:18]([CH2:20][N:29]([CH3:28])[CH2:30][CH:31]([OH:32])[c:33]2[cH:34][cH:35][c:36]([N:39]4[CH2:40][CH2:41][O:42][CH2:43][CH2:44]4)[cH:37][cH:38]2)[s:19]3)[cH:24][cH:25]1.